From a dataset of the Open Reaction Database (ORD), a public repository of structured organic reaction records. describe an organic reaction: reactants, conditions, products, and yield Product: CC(OCC1(c2ccccc2)CCN(C)CC1)c1cc(-c2ccc(C#N)cc2)cc(C(F)(F)F)c1. As a reaction SMILES: [C:1](#[N:2])[c:3]1[cH:4][cH:5][c:6](-[c:9]2[cH:10][c:11]([CH:19]([CH3:20])[O:21][CH2:22][C:23]3([c:36]4[cH:37][cH:38][cH:39][cH:40][cH:41]4)[CH2:24][CH2:25][N:26]([C:29]([O:30][C:31]([CH3:32])([CH3:33])[CH3:34])=[O:35])[CH2:27][CH2:28]3)[cH:12][c:13]([C:15]([F:16])([F:17])[F:18])[cH:14]2)[cH:7][cH:8]1.[C:52]([BH3-:53])#[N:54].[CH2:42]([Cl:43])[Cl:44].[CH3:56][C:57](=[O:58])[OH:59].[F:45][C:46]([F:47])([F:48])[C:49]([OH:50])=[O:51].[Na+:55]>>[C:1](#[N:2])[c:3]1[cH:4][cH:5][c:6](-[c:9]2[cH:10][c:11]([CH:19]([CH3:20])[O:21][CH2:22][C:23]3([c:36]4[cH:37][cH:38][cH:39][cH:40][cH:41]4)[CH2:24][CH2:25][N:26]([CH3:29])[CH2:27][CH2:28]3)[cH:12][c:13]([C:15]([F:16])([F:17])[F:18])[cH:14]2)[cH:7][cH:8]1. Reactants: CC(OCC1(c2ccccc2)CCN(C(=O)OC(C)(C)C)CC1)c1cc(-c2ccc(C#N)cc2)cc(C(F)(F)F)c1, [BH3-]C#N, ClCCl, CC(=O)O, O=C(O)C(F)(F)F, [Na+]. Starting materials: [Br-], C1CCOC1, C1CCOC1, Cc1ccccc1, CON(C)C(=O)c1nccnc1N, [Mg+]c1ccc(Cl)cc1, Cl. The product is Nc1nccnc1C(=O)c1ccc(Cl)cc1. As a reaction SMILES: [Br-:1].[CH2:10]1[O:11][CH2:12][CH2:13][CH2:14]1.[CH2:36]1[O:37][CH2:38][CH2:39][CH2:40]1.[CH3:15][c:16]1[cH:17][cH:18][cH:19][cH:20][cH:21]1.[CH3:22][O:23][N:24]([C:25](=[O:26])[c:27]1[n:28][cH:29][cH:30][n:31][c:32]1[NH2:33])[CH3:34].[Cl:2][c:3]1[cH:4][cH:5][c:6]([Mg+:9])[cH:7][cH:8]1.[ClH:35]>>[Cl:2][c:3]1[cH:4][cH:5][c:6]([C:25](=[O:26])[c:27]2[n:28][cH:29][cH:30][n:31][c:32]2[NH2:33])[cH:7][cH:8]1. The reactants are C1=CC=CC=2C3=CC=CC=C3C(C12)COC(=O)NCCCN(C(=O)CCN1CCC(CC1)OC(NC1=C(C=CC=C1)C1=CC=CC=C1)=O)C (biphenyl-2-ylcarbamic acid 1-(2-{[3-(9H-fluoren-9-ylmethoxycarbonyl-amino)propyl]methylcarbamoyl}ethyl)piperidin-4-yl ester), solution, N1CCCCC1 (piperidine). The solvent is C(Cl)Cl (DCM). Reaction conditions: time 1 hour. Yields the product NCCCN(C(=O)CCN1CCC(CC1)OC(NC1=C(C=CC=C1)C1=CC=CC=C1)=O)C (Biphenyl-2-ylcarbamic Acid 1-{2-[(3-Aminopropyl)-methylcarbamoyl]ethyl}piperidin-4-yl Ester). Yield: 69.1%. As a reaction SMILES: C1C2C(COC([NH:18][CH2:19][CH2:20][CH2:21][N:22]([CH3:49])[C:23]([CH2:25][CH2:26][N:27]3[CH2:32][CH2:31][CH:30]([O:33][C:34](=[O:48])[NH:35][C:36]4[CH:41]=[CH:40][CH:39]=[CH:38][C:37]=4[C:42]4[CH:47]=[CH:46][CH:45]=[CH:44][CH:43]=4)[CH2:29][CH2:28]3)=[O:24])=O)C3C(=CC=CC=3)C=2C=CC=1.N1CCCCC1>C(Cl)Cl>[NH2:18][CH2:19][CH2:20][CH2:21][N:22]([CH3:49])[C:23]([CH2:25][CH2:26][N:27]1[CH2:28][CH2:29][CH:30]([O:33][C:34](=[O:48])[NH:35][C:36]2[CH:41]=[CH:40][CH:39]=[CH:38][C:37]=2[C:42]2[CH:43]=[CH:44][CH:45]=[CH:46][CH:47]=2)[CH2:31][CH2:32]1)=[O:24]. Reported procedure: To biphenyl-2-ylcarbamic acid 1-(2-{[3-(9H-fluoren-9-ylmethoxycarbonyl-amino)propyl]methylcarbamoyl}ethyl)piperidin-4-yl ester (2.2 g, 3.3 mmol) was added a 10% solution of piperidine (0.31 g, 3.3 mmol) in DCM (3.2 mL) and the resulting mixture was shaken at room temperature for 1 h. The mixture was concentrated under reduced pressure and the residue was dissolved in DCM (100 mL). This mixture was washed with water (2×20 mL) and then extracted with ammonium chloride (1 N, 2×20 mL). The layers we... The reactants are CC(C)(C)OC(=O)N1CCC(Nc2cc(Br)c(C(F)(F)F)cc2[N+](=O)[O-])CC1, CCO, NN, O. The product is CC(C)(C)OC(=O)N1CCC(Nc2cc(Br)c(C(F)(F)F)cc2N)CC1. Reaction SMILES: [Br:1][c:2]1[c:3]([C:25]([F:26])([F:27])[F:28])[cH:4][c:5]([N+:22]([O-:23])=[O:24])[c:6]([NH:8][CH:9]2[CH2:10][CH2:11][N:12]([C:15](=[O:16])[O:17][C:18]([CH3:19])([CH3:20])[CH3:21])[CH2:13][CH2:14]2)[cH:7]1.[CH3:32][CH2:33][OH:34].[NH2:30][NH2:31].[OH2:29]>>[Br:1][c:2]1[c:3]([C:25]([F:26])([F:27])[F:28])[cH:4][c:5]([NH2:22])[c:6]([NH:8][CH:9]2[CH2:10][CH2:11][N:12]([C:15](=[O:16])[O:17][C:18]([CH3:19])([CH3:20])[CH3:21])[CH2:13][CH2:14]2)[cH:7]1. The reactants are CC1(C)C(=O)N(Br)C(=O)N1Br, ClCCl, O=[N+]([O-])c1cccc(C(F)(F)F)c1, [Na+], [OH-], O=S(=O)(O)O. The product is O=[N+]([O-])c1cc(Br)cc(C(F)(F)F)c1. Reaction SMILES: [Br:19][N:20]1[C:21]([CH3:22])([CH3:23])[C:24](=[O:25])[N:26]([Br:27])[C:28]1=[O:29].[Cl:32][CH2:33][Cl:34].[N+:1](=[O:2])([O-:3])[c:4]1[cH:5][c:6]([C:10]([F:11])([F:12])[F:13])[cH:7][cH:8][cH:9]1.[Na+:31].[OH-:30].[S:14](=[O:15])(=[O:16])([OH:17])[OH:18]>>[N+:1](=[O:2])([O-:3])[c:4]1[cH:5][c:6]([C:10]([F:11])([F:12])[F:13])[cH:7][c:8]([Br:19])[cH:9]1. The reactants are BrC1=NC=C(C=C1)Br (2,5-Dibromo-pyridine), C(C)OC(C(F)(F)F)=O (trifluoro-acetic acid ethyl ester). The solvent is [Cl-].[NH4+] (ammonium chloride), O1CCCC1 (tetrahydrofuran), C1(=CC=CC=C1)C (toluene). Run at time 17.5 minute. The product is BrC=1C=CC(=NC1)C(C(F)(F)F)=O (1-(5-Bromo-pyridin-2-yl)-2,2,2-trifluoro-ethanone). Isolated yield 68.8%. As a reaction SMILES: Br[C:2]1[CH:7]=[CH:6][C:5]([Br:8])=[CH:4][N:3]=1.C([O:11][C:12](=O)[C:13]([F:16])([F:15])[F:14])C>O1CCCC1.C1(C)C=CC=CC=1.[Cl-].[NH4+]>[Br:8][C:5]1[CH:6]=[CH:7][C:2]([C:12](=[O:11])[C:13]([F:16])([F:15])[F:14])=[N:3][CH:4]=1 |f:4.5|. Reported procedure: To a stirred solution of 2,5-Dibromo-pyridine (4 g, 6.87 mmol) in dry tetrahydrofuran (30 mL) and dry toluene (40 mL) is added drop wise n-Butyl litihum (1.62 g, 25.31 mmol) at −78° C. After stirring for 15-20 minutes, added trifluoro-acetic acid ethyl ester (3.56 g, 25.31 mmol) at −78° C. then stirred at −78° C. for another 30 minutes. The reaction mixture is diluted with saturated ammonium chloride solution and extracted with ethyl acetate. Organic layer is dried over sodium sulphate, solvent ... Run at time 1.5 hour. The reactants are [Cl-].[NH4+] (ammonium chloride), C1=CC(=C2C3=C1C[C@@H]4[C@]5([C@]3(CCN4CC6CC6)[C@@H](O2)C(=O)CC5)O)O (naltrexone), C(=N)(N)S(=O)O (formamidinesulfinic acid), C(C)(=O)OCC (ethyl acetate). Yields the product C1=CC(=C2C3=C1C[C@@H]4[C@]5([C@]3(CCN4CC6CC6)[C@@H](O2)[C@@H](CC5)O)O)O (6β-Naltrexol). Run in O (water), [OH-].[Na+] (NaOH), n-hexanes. RXN SMILES: [CH:1]1[C:6]2[CH2:7][C@H:8]3[N:13]([CH2:14][CH:15]4[CH2:17][CH2:16]4)[CH2:12][CH2:11][C@:10]45[C@H:18]([C:20]([CH2:22][CH2:23][C@@:9]34[OH:24])=[O:21])[O:19][C:4]([C:5]=25)=[C:3]([OH:25])[CH:2]=1.C(S(O)=O)(N)=N.[Cl-].[NH4+].C(OCC)(=O)C>[OH-].[Na+].O>[CH:1]1[C:6]2[CH2:7][C@H:8]3[N:13]([CH2:14][CH:15]4[CH2:17][CH2:16]4)[CH2:12][CH2:11][C@:10]45[C@H:18]([C@H:20]([OH:21])[CH2:22][CH2:23][C@@:9]34[OH:24])[O:19][C:4]([C:5]=25)=[C:3]([OH:25])[CH:2]=1 |f:2.3,5.6|. Procedure details: To a suspension of naltrexone base 3 (6.81 g, 20.0 mmol) (Mallinckrodt, St. Louis, Mo.), under argon was added 100 ml (enough to afford complete solution) of 0.533M aqueous NaOH. The alkaline solution of naltrexone was treated dropwise at ambient temperature during 20 min. with 8.64 g (80 mmol) of formamidinesulfinic acid dissolved in 200 ml of 0.533M aqueous NaOH. After the addition was complete, the solution was heated and stirred at 80°-85° C. for 1.5 h when TLC indicated the reaction to be c... The yield is 89.0%. The reactants are C(C1=CC=CC=C1)OC1=CC(NC=C1)=O (4-(benzyloxy)pyridin-2(1H)-one), BrC=1SC(=C(N1)C)C(=O)NCC1=CC(=C(C=C1)F)F (2-bromo-N-(3,4-difluorobenzyl)-4-methylthiazole-5-carboxamide). Yields the product C(C1=CC=CC=C1)OC1=CC(N(C=C1)C=1SC(=C(N1)C)C(=O)NCC1=CC(=C(C=C1)F)F)=O (2-(4-(Benzyloxy)-2-oxopyridin-1(2H)-yl)-N-(3,4-difluorobenzyl)-4-methylthiazole-5-carboxamide). Yield: 85.0%. Reaction SMILES: [CH2:1]([O:8][C:9]1[CH:14]=[CH:13][NH:12][C:11](=[O:15])[CH:10]=1)[C:2]1[CH:7]=[CH:6][CH:5]=[CH:4][CH:3]=1.Br[C:17]1[S:18][C:19]([C:23]([NH:25][CH2:26][C:27]2[CH:32]=[CH:31][C:30]([F:33])=[C:29]([F:34])[CH:28]=2)=[O:24])=[C:20]([CH3:22])[N:21]=1>>[CH2:1]([O:8][C:9]1[CH:14]=[CH:13][N:12]([C:17]2[S:18][C:19]([C:23]([NH:25][CH2:26][C:27]3[CH:32]=[CH:31][C:30]([F:33])=[C:29]([F:34])[CH:28]=3)=[O:24])=[C:20]([CH3:22])[N:21]=2)[C:11](=[O:15])[CH:10]=1)[C:2]1[CH:3]=[CH:4][CH:5]=[CH:6][CH:7]=1. Procedure: Following the procedure as described in Example 3, making variations only as required to use 4-(benzyloxy)pyridin-2(1H)-one in place of 4-aminopyridin-2(1H)-one to react with 2-bromo-N-(3,4-difluorobenzyl)-4-methylthiazole-5-carboxamide, the title compound was obtained as a colorless solid in 85% yield: mp 225-227° C. (ethyl acetate/hexanes); 1H NMR (300 MHz, CDCl3) δ 8.67 (d, J=7.9 Hz, 1H), 7.43-7.35 (m, 5H), 7.17-7.05 (m, 3H), 6.35-6.19 (m, 2H), 6.05 (s, 1H), 5.03 (s, 2H), 4.52 (s, 2H), 2.67 (... Starting materials: O (water), [OH-].[Na+] (NaOH), FC1=CC=C(C=C1)N1C=C(C2=CC(=CC=C12)C(=O)NC)C1CCN(CC1)CCN1C(NCC1)=O (1-(4-Fluorophenyl)-3-[1-[2-(2-imidazolidinon-1-yl)ethyl]4-piperidinyl]-N-methyl-1H-indole-5-carboxamide). Solvent: C1CCOC1 (THF). Reaction conditions: temperature 0 celsius. Product: FC1=CC=C(C=C1)N1C=C(C2=CC(=CC=C12)CNC)C1CCN(CC1)CCN1C(NCC1)=O (1-[2-[4-[1-(4-Fluorophenyl)-5-methylaminomethyl-1H-indol-3-yl]-1-piperidinyl]ethyl]-2-imidazolidinon). Reaction SMILES: [F:1][C:2]1[CH:7]=[CH:6][C:5]([N:8]2[C:16]3[C:11](=[CH:12][C:13]([C:17]([NH:19][CH3:20])=O)=[CH:14][CH:15]=3)[C:10]([CH:21]3[CH2:26][CH2:25][N:24]([CH2:27][CH2:28][N:29]4[CH2:33][CH2:32][NH:31][C:30]4=[O:34])[CH2:23][CH2:22]3)=[CH:9]2)=[CH:4][CH:3]=1.O.[OH-].[Na+]>C1COCC1>[F:1][C:2]1[CH:7]=[CH:6][C:5]([N:8]2[C:16]3[C:11](=[CH:12][C:13]([CH2:17][NH:19][CH3:20])=[CH:14][CH:15]=3)[C:10]([CH:21]3[CH2:22][CH2:23][N:24]([CH2:27][CH2:28][N:29]4[CH2:33][CH2:32][NH:31][C:30]4=[O:34])[CH2:25][CH2:26]3)=[CH:9]2)=[CH:4][CH:3]=1 |f:2.3|. Procedure details: 1-(4-Fluorophenyl)-3-[1-[2-(2-imidazolidinon-1-yl)ethyl]4-piperidinyl]-N-methyl-1H-indole-5-carboxamide (7a) (2g) and LiAIH4 was refluxed in dry THF (150 mL) for 3 h. After cooling to 0° C., water (100 mL) and aqueous NaOH (1 M, 5 mL) was carefully added. The phases were separated and the aqueous phase was extracted with ethyl acetate. After removal of the solvent, the compound was purified by flash chromatography (EtOAc/MeOH/TEA 80/15/5). Yield 0.3 g (oil). 1H-NMR (DMSO) 1.72 (q, 2H), 1.97 (d, ... Reactants: C(C)O[Si]([O-])([O-])[O-] (ethylsilicate). Reagents/catalysts: Cl (hydrochloric acid). Product: C(C)O[Si]([O-])([O-])[O-] (Ethylsilicate), [Si](=O)=O (silicon dioxide). As a reaction SMILES: [CH2:1]([O:3][Si:4]([O-:7])([O-:6])[O-:5])[CH3:2]>Cl>[CH2:1]([O:3][Si:4]([O-:7])([O-:6])[O-:5])[CH3:2].[Si:4](=[O:5])=[O:3]. Procedure details: In the table 5, hydrochloric acid worked as a catalyst which promotes hydrolysis of ethylsilicate. Ethylsilicate was formed into silicon dioxide (SiO2) by hydrolysis and polymerization reaction.